Dataset: the Open Reaction Database (ORD), a public repository of structured organic reaction records. Task: describe an organic reaction: reactants, conditions, products, and yield Reactants: S1C=C(C=C1)C=O (thiophene-3-carbaldehyde), C(=O)(O)CS(=O)(=O)CS(=O)(=O)CC(=O)O (carboxymethane-sulfonylmethanesulfonyl-acetic acid). Run in C(C)(=O)O (acetic acid). The product is S1C=C(C=C1)/C=C/S(=O)(=O)CS(=O)(=O)\C=C\C1=CSC=C1 (bis((E)-2-(Thiophen-3-yl)vinylsulfonyl)methane). The yield is 55.0%. Reaction SMILES: [S:1]1[CH:5]=[CH:4][C:3]([CH:6]=O)=[CH:2]1.C([CH2:11][S:12]([CH2:15][S:16]([CH2:19][C:20](O)=O)(=[O:18])=[O:17])(=[O:14])=[O:13])(O)=O>C(O)(=O)C>[S:1]1[CH:5]=[CH:4][C:3](/[CH:6]=[CH:11]/[S:12]([CH2:15][S:16](/[CH:19]=[CH:20]/[C:3]2[CH:4]=[CH:5][S:1][CH:2]=2)(=[O:18])=[O:17])(=[O:14])=[O:13])=[CH:2]1. Procedure details: A solution of thiophene-3-carbaldehyde (2 mmol) and carboxymethane-sulfonylmethanesulfonyl-acetic acid (1 mmol) in acetic acid (10 mL) was subjected to General Procedure 1, to yield the title compound in 55% yield. m.p. 150-152° C. Starting materials: CCO, CCCCCC(CN(C=O)OCc1ccccc1)C(=O)NN(C)c1ccc2c(c1)OCO2. The product is CCCCCC(CN(O)C=O)C(=O)NN(C)c1ccc2c(c1)OCO2. Reaction SMILES: [CH3:33][CH2:34][OH:35].[O:1]1[CH2:2][O:3][c:4]2[c:5]1[cH:6][cH:7][c:8]([N:10]([NH:11][C:12](=[O:13])[CH:14]([CH2:15][N:16]([CH:17]=[O:18])[O:19][CH2:20][c:21]1[cH:22][cH:23][cH:24][cH:25][cH:26]1)[CH2:27][CH2:28][CH2:29][CH2:30][CH3:31])[CH3:32])[cH:9]2>>[O:1]1[CH2:2][O:3][c:4]2[c:5]1[cH:6][cH:7][c:8]([N:10]([NH:11][C:12](=[O:13])[CH:14]([CH2:15][N:16]([CH:17]=[O:18])[OH:19])[CH2:27][CH2:28][CH2:29][CH2:30][CH3:31])[CH3:32])[cH:9]2. Starting materials: Cc1ccc(-n2nc(C(C)(C)C)cc2C(O)C(=O)O)cc1, ClCCl, Cl. Product: Cc1ccc(-n2nc(C(C)(C)C)cc2C(=O)C(=O)O)cc1. RXN SMILES: [C:1]([CH3:2])([CH3:3])([CH3:4])[c:5]1[cH:6][c:7]([CH:17]([C:18](=[O:19])[OH:20])[OH:21])[n:8](-[c:10]2[cH:11][cH:12][c:13]([CH3:16])[cH:14][cH:15]2)[n:9]1.[Cl:23][CH2:24][Cl:25].[ClH:22]>>[C:1]([CH3:2])([CH3:3])([CH3:4])[c:5]1[cH:6][c:7]([C:17]([C:18](=[O:19])[OH:20])=[O:21])[n:8](-[c:10]2[cH:11][cH:12][c:13]([CH3:16])[cH:14][cH:15]2)[n:9]1. Reactants: Cl.NC1=CC(=CC(=C1)P(O)(=O)O)P(O)(=O)O (Aniline-3,5-diphosphonic acid hydrochloride), C(=S)(Cl)Cl (thiophosgene). Solvent: O (water). Conditions: temperature 20 celsius, time 2.5 hour. Yields the product N(=C=S)C1=CC(=CC(=C1)P(O)(=O)O)P(O)(=O)O (Isothiocyanatobenzene-3,5-diphosphonic acid). As a reaction SMILES: Cl.[NH2:2][C:3]1[CH:8]=[C:7]([P:9]([OH:12])(=[O:11])[OH:10])[CH:6]=[C:5]([P:13]([OH:16])(=[O:15])[OH:14])[CH:4]=1.[C:17](Cl)(Cl)=[S:18]>O>[N:2]([C:3]1[CH:8]=[C:7]([P:9]([OH:10])(=[O:12])[OH:11])[CH:6]=[C:5]([P:13]([OH:16])(=[O:14])[OH:15])[CH:4]=1)=[C:17]=[S:18] |f:0.1|. Reported procedure: Aniline-3,5-diphosphonic acid hydrochloride(500 mg, 1.73 mmole) was dissolved in water(5 ml) and thiophosgene(600 mg, 5.2 mmole) was added and the mixture stirred vigorously at 20° C. for 2.5 hours. Volatiles were removed in vacuo and the residue was dissolved in water(10 ml), filtered and lyophilised. 490 mg. 96% The reactants are Cc1oc(-c2ccccc2)nc1CO, COC(=O)c1cccc(Cl)n1, [H-], [H][H], [Na+], C1CCOC1, O. Yields the product COC(=O)c1cccc(OCc2nc(-c3ccccc3)oc2C)n1. As a reaction SMILES: [CH3:1][c:2]1[c:3]([CH2:13][OH:14])[n:4][c:5](-[c:7]2[cH:8][cH:9][cH:10][cH:11][cH:12]2)[o:6]1.[Cl:19][c:20]1[cH:21][cH:22][cH:23][c:24]([C:26](=[O:27])[O:28][CH3:29])[n:25]1.[H-:15].[H:17][H:18].[Na+:16].[O:30]1[CH2:31][CH2:32][CH2:33][CH2:34]1.[OH2:35]>>[CH3:1][c:2]1[c:3]([CH2:13][O:14][c:20]2[cH:21][cH:22][cH:23][c:24]([C:26](=[O:27])[O:28][CH3:29])[n:25]2)[n:4][c:5](-[c:7]2[cH:8][cH:9][cH:10][cH:11][cH:12]2)[o:6]1.